This data is from the Open Reaction Database (ORD), a public repository of structured organic reaction records. The task is: describe an organic reaction: reactants, conditions, products, and yield Starting materials: C(N)(=O)C1(C2=CC=CC=C2C=2C=CC=CC12)CCC#N (9-carbamoyl-9-(2-cyanoethyl)fluorene), C(\C=C/C(=O)O)(=O)O.C(N)(=O)C1(C2=CC=CC=C2C=2C=CC=CC12)CCCNC1CC1 (9-carbamoyl-9-(3-cyclopropylaminopropyl)fluorene maleate), C1(CC1)N (cyclopropylamine), C(\C=C/C(=O)O)(=O)O (maleic acid). The reagents and catalysts are [Pd] (palladium on carbon). The solvent is C(C)O (ethanol), C(C)(=O)OCC (ethyl acetate). Reaction conditions: temperature 25 celsius. Yields the product C(N)(=O)C1(C2=CC=CC=C2C=2C=CC=CC12)CCCNC1CC1 (9-Carbamoyl-9-(3-cyclopropylaminopropyl)fluorene). As a reaction SMILES: C(C1(CCC#N)C2C=CC=CC=2C2C1=CC=CC=2)(=O)N.C1(N)CC1.C(O)(=O)/C=C\C(O)=O.C(O)(=O)/C=C\C(O)=O.[C:41]([C:44]1([CH2:57][CH2:58][CH2:59][NH:60][CH:61]2[CH2:63][CH2:62]2)[C:56]2[CH:55]=[CH:54][CH:53]=[CH:52][C:51]=2[C:50]2[C:45]1=[CH:46][CH:47]=[CH:48][CH:49]=2)(=[O:43])[NH2:42]>[Pd].C(OCC)(=O)C.C(O)C>[C:41]([C:44]1([CH2:57][CH2:58][CH2:59][NH:60][CH:61]2[CH2:63][CH2:62]2)[C:45]2[CH:46]=[CH:47][CH:48]=[CH:49][C:50]=2[C:51]2[C:56]1=[CH:55][CH:54]=[CH:53][CH:52]=2)(=[O:43])[NH2:42] |f:3.4|. Procedure details: A solution of 4.6 g. of 9-carbamoyl-9-(2-cyanoethyl)fluorene in 200 ml. of ethanol containing 2.3 g. of 5% palladium on carbon and 10.0 g. of cyclopropylamine was stirred under hydrogen at 60 psi at 90° C. for sixteen hours. The reaction mixture was cooled to 25° C., filtered and concentrated to a volume of 20 ml. The oil was dissolved in 200 ml. of 50% ethyl acetate-diethyl ether and the solution was extracted with 6N hydrochloric acid. The acid layer was cooled and made alkaline by addition of... Reactants: ON1C(CC(CC1(C)C)O)(C)C (1-oxyl-2,2,6,6-tetramethyl-4-hydroxypiperidine), COCCOCC(=O)OC (methyl 2-methoxyethoxyacetate). Solvent: CCCCCCC (heptane). The product is COCCOCC(=O)OC1CC(N(C(C1)(C)C)O)(C)C (1-Oxyl-2,2,6,6-Tetramethylpiperidin-4-yl 2-Methoxyethoxyacetate). As a reaction SMILES: [OH:1][N:2]1[C:7]([CH3:9])([CH3:8])[CH2:6][CH:5]([OH:10])[CH2:4][C:3]1([CH3:12])[CH3:11].C[O:14][CH2:15][CH2:16][O:17][CH2:18][C:19]([O:21][CH3:22])=O>CCCCCCC>[CH3:22][O:21][CH2:19][CH2:18][O:17][CH2:16][C:15]([O:10][CH:5]1[CH2:6][C:7]([CH3:8])([CH3:9])[N:2]([OH:1])[C:3]([CH3:12])([CH3:11])[CH2:4]1)=[O:14]. Procedure: 34.4 grams of 1-oxyl-2,2,6,6-tetramethyl-4-hydroxypiperidine, 29.6 grams of methyl 2-methoxyethoxyacetate and 300 mL of heptane are transferred to a 500 mL 3-necked, round-bottomed flask equipped with a mechanical stirrer, Dean-Stark trap and condenser. Trace amounts of water are removed by azeotropic distillation. 0.25 mL of tetraisopropyl orthotitanate is added to the reaction mixture. The reaction mixture is refluxed for six hours and the liberated methanol is collected in the Dean-Stark trap... Reactants: FC1=CC=C(C=C1)C(CC(=O)C1=CC=C(C=C1)F)=O (1,3-Bis-(4-fluoro-phenyl)-propane-1,3-dione), C1CC(=O)N(C1=O)Br (NBS), NC(=S)N (thiourea). Run in C(C)O (ethanol). Yields the product NC=1SC(=C(N1)C1=CC=C(C=C1)F)C(=O)C1=CC=C(C=C1)F ([2-Amino-4-(4-fluoro-phenyl)-thiazol-5-yl]-(4-fluoro-phenyl)-methanone). Reaction SMILES: [F:1][C:2]1[CH:7]=[CH:6][C:5]([C:8](=O)[CH2:9][C:10]([C:12]2[CH:17]=[CH:16][C:15]([F:18])=[CH:14][CH:13]=2)=[O:11])=[CH:4][CH:3]=1.C1C(=O)N(Br)C(=O)C1.[NH2:28][C:29]([NH2:31])=[S:30]>C(O)C>[NH2:31][C:29]1[S:30][C:9]([C:10]([C:12]2[CH:17]=[CH:16][C:15]([F:18])=[CH:14][CH:13]=2)=[O:11])=[C:8]([C:5]2[CH:6]=[CH:7][C:2]([F:1])=[CH:3][CH:4]=2)[N:28]=1. Procedure: 1,3-Bis-(4-fluoro-phenyl)-propane-1,3-dione and NBS (1.05 eq) were heated neat at 60° C. for 10 minutes then cooled. The resulting mixture was dissolved in ethanol (0.2 M) and treated with thiourea (1.5 eq). It was heated at reflux for 15 hours and cooled to room temperature. It was evaporated to dryness and the residue was partioned between EtOAc and saturated NaHCO3. Organic fraction was dried over MgSO4, filtered and concentrated. The title compound was collected by trituration with heptanes.... Starting materials: C(C)(C)OC(C)C (isopropylether), C(C)(C)(C)ON=O (t-butylnitrite), BrCC(=C)C (3-bromo-2-methylpropene), [N+](=O)([O-])C=1C=C(N)C=C(C1)[N+](=O)[O-] (3,5-dinitroaniline). Solvent: CC#N (CH3CN). Run at time 17 hour. Product: CC(CC1=CC(=CC(=C1)[N+](=O)[O-])[N+](=O)[O-])=C (1-(2-Methyl-2-propen-1-yl)-3,5-dinitrobenzene). Reaction SMILES: [C:1](ON=O)([CH3:4])([CH3:3])[CH3:2].BrCC(C)=C.[N+:13]([C:16]1[CH:17]=[C:18]([CH:20]=[C:21]([N+:23]([O-:25])=[O:24])[CH:22]=1)N)([O-:15])=[O:14].C(OC(C)C)(C)C>CC#N>[CH3:4][C:1](=[CH2:2])[CH2:3][C:18]1[CH:17]=[C:16]([N+:13]([O-:15])=[O:14])[CH:22]=[C:21]([N+:23]([O-:25])=[O:24])[CH:20]=1. Reported procedure: To a solution of t-butylnitrite (0.13 ml, 1.1 mmol) and 3-bromo-2-methylpropene (0.82 ml, 8.25 mmol) in 1 ml CH3CN, 3,5-dinitroaniline (0.10 g, 0.55 mmol) was added at room temperature. The solution was stirred for 17 h at room temperature and then isopropylether was added. The suspension was filtered through a pad of Al2O3. The volatile material in the solution was removed at reduced pressure to give the title compound. 1H-NMR (CDCl3, 300 MHz) δ ppm: 8.92 (t, J=2.1 Hz, 1H), 8.40 (d, J=2.1 Hz, 2...